Dataset: the Open Reaction Database (ORD), a public repository of structured organic reaction records. Task: describe an organic reaction: reactants, conditions, products, and yield The reactants are BrC1=CC(=C(C=C1)C(=O)N1CCN(CC1)C1=NC(=C(C=C1C)C)C)F ((4-bromo-2-fluorophenyl)[4-(3,5,6-trimethylpyridin-2-yl)piperazin-1-yl]methanone), CN1C(NCC1)=O (1-methylimidazolidin-2-one). Yields the product FC=1C=C(C=CC1C(=O)N1CCN(CC1)C1=NC(=C(C=C1C)C)C)N1C(N(CC1)C)=O (1-{3-fluoro-4-[4-(3,5,6-trimethylpyridin-2-yl)piperazine-1-carbonyl]phenyl}-3-methylimidazolidin-2-one). Isolated yield 8.0%. As a reaction SMILES: Br[C:2]1[CH:7]=[CH:6][C:5]([C:8]([N:10]2[CH2:15][CH2:14][N:13]([C:16]3[C:21]([CH3:22])=[CH:20][C:19]([CH3:23])=[C:18]([CH3:24])[N:17]=3)[CH2:12][CH2:11]2)=[O:9])=[C:4]([F:25])[CH:3]=1.[CH3:26][N:27]1[CH2:31][CH2:30][NH:29][C:28]1=[O:32]>>[F:25][C:4]1[CH:3]=[C:2]([N:29]2[CH2:30][CH2:31][N:27]([CH3:26])[C:28]2=[O:32])[CH:7]=[CH:6][C:5]=1[C:8]([N:10]1[CH2:15][CH2:14][N:13]([C:16]2[C:21]([CH3:22])=[CH:20][C:19]([CH3:23])=[C:18]([CH3:24])[N:17]=2)[CH2:12][CH2:11]1)=[O:9]. Procedure: Using (4-bromo-2-fluorophenyl)[4-(3,5,6-trimethylpyridin-2-yl)piperazin-1-yl]methanone (203 mg) described in Preparation Example 128 and 1-methylimidazolidin-2-one (60 mg) and by the reaction and treatment in the same manner as in Example 511, the title compound (17 mg) was obtained. Starting materials: ClC=1C=C(C=CC1Cl)[C@@H]1CC(C(C2=CC=CC=C12)=O)=CN(C)C ((S)-4-(3,4-dichlorophenyl)-2-((dimethylamino)methylene)-3,4-dihydronaphthalen-1(2H)-one), Cl.N(C(=N)N)[C@H]1CN(CCC1)C(=O)OC(C)(C)C ((R)-tert-butyl 3-guanidinopiperidine-1-carboxylate hydrochloride salt). The product is ClC=1C=C(C=CC1Cl)[C@@H]1CC=2C=NC(=NC2C2=C1C=CC=C2)N[C@H]2CN(CCC2)C(=O)OC(C)(C)C ((R)-tert-butyl 3-((S)-6-(3,4-dichlorophenyl)-5,6-dihydrobenzo[h]quinazolin-2-ylamino)piperidine-1-carboxylate). Yield: 89.2%. Reaction SMILES: [Cl:1][C:2]1[CH:3]=[C:4]([C@H:9]2[C:18]3[C:13](=[CH:14][CH:15]=[CH:16][CH:17]=3)[C:12](=O)[C:11](=[CH:20]N(C)C)[CH2:10]2)[CH:5]=[CH:6][C:7]=1[Cl:8].Cl.[NH:25]([C@@H:29]1[CH2:34][CH2:33][CH2:32][N:31]([C:35]([O:37][C:38]([CH3:41])([CH3:40])[CH3:39])=[O:36])[CH2:30]1)[C:26]([NH2:28])=[NH:27]>>[Cl:1][C:2]1[CH:3]=[C:4]([C@H:9]2[C:18]3[CH:17]=[CH:16][CH:15]=[CH:14][C:13]=3[C:12]3[N:27]=[C:26]([NH:25][C@@H:29]4[CH2:34][CH2:33][CH2:32][N:31]([C:35]([O:37][C:38]([CH3:41])([CH3:40])[CH3:39])=[O:36])[CH2:30]4)[N:28]=[CH:20][C:11]=3[CH2:10]2)[CH:5]=[CH:6][C:7]=1[Cl:8] |f:1.2|. Reported procedure: This product was prepared from (S)-4-(3,4-dichlorophenyl)-2-((dimethylamino)methylene)-3,4-dihydronaphthalen-1(2H)-one (1.45 mmol) and (R)-tert-butyl 3-guanidinopiperidine-1-carboxylate hydrochloride salt (3.62 mmol) under the condition described in the general procedure 1 to afford (R)-tert-butyl 3-((S)-6-(3,4-dichlorophenyl)-5,6-dihydrobenzo[h]quinazolin-2-ylamino)piperidine-1-carboxylate (0.68 g) as a light yellow solid. M.p.=85-87° C. 1H NMR 400 MHz (DMSO-d6) δ 8.29 (bs, 1 H), 8.12 (s, 1 H),... Starting materials: ClC1=CC(=CC=C1)C(=O)OO (m-Chloroperbenzoic acid), FC(C1=CC=2N3C4=C(C=CC=C4SC2C=C1)C(NC3=O)=O)(F)F (10-trifluoromethyl-1H-pyrimido[5,4,3-kl]phenothiazine-1,3(2H)-dione). Run in CO (methanol). Product: FC(C1=CC=2N3C4=C(C=CC=C4S(C2C=C1)=O)C(NC3=O)=O)(F)F (10-Trifluoromethyl-1H-pyrimido[5,4,3-kl]phenothiazine-1,3(2H)-dione-7-oxide). As a reaction SMILES: ClC1C=CC=C(C(OO)=[O:9])C=1.[F:12][C:13]([F:34])([F:33])[C:14]1[CH:27]=[CH:26][C:25]2[S:24][C:23]3[C:18]4=[C:19]([C:28](=[O:32])[NH:29][C:30](=[O:31])[N:17]4[C:16]=2[CH:15]=1)[CH:20]=[CH:21][CH:22]=3>CO>[F:34][C:13]([F:33])([F:12])[C:14]1[CH:27]=[CH:26][C:25]2[S:24](=[O:9])[C:23]3[C:18]4=[C:19]([C:28](=[O:32])[NH:29][C:30](=[O:31])[N:17]4[C:16]=2[CH:15]=1)[CH:20]=[CH:21][CH:22]=3. Procedure details: m-Chloroperbenzoic acid (1.9 g., 0.011 mol.) was added portion-wise to a cold (0-5°), stirred solution of 3.36 g. (0.01 mol.) of 10-trifluoromethyl-1H-pyrimido[5,4,3-kl]phenothiazine-1,3(2H)-dione in 35 ml. of absolute methanol. The reaction mixture was stirred in the cold for one hour, then an additional four hours at ambient temperature. The reaction mixture was chilled and the precipitated product was collected by filtration and washed with ice-cold methanol to give the title compound, m.p. 3... The reactants are COC(=O)CC(C)=O, CCCCCC, Cl, [H-], [Li]CCCC, [Na+], C1CCOC1, O, O=CC1CCCSC1. Yields the product COC(=O)CC(=O)CC(O)C1CCCSC1. RXN SMILES: [C:3]([CH2:4][C:5](=[O:6])[CH3:7])(=[O:8])[O:9][CH3:10].[CH3:25][CH2:26][CH2:27][CH2:28][CH2:29][CH3:30].[ClH:24].[H-:1].[Li:11][CH2:12][CH2:13][CH2:14][CH3:15].[Na+:2].[O:32]1[CH2:33][CH2:34][CH2:35][CH2:36]1.[OH2:31].[S:16]1[CH2:17][CH:18]([CH:22]=[O:23])[CH2:19][CH2:20][CH2:21]1>>[C:3]([CH2:4][C:5](=[O:6])[CH2:7][CH:22]([CH:18]1[CH2:17][S:16][CH2:21][CH2:20][CH2:19]1)[OH:23])(=[O:8])[O:9][CH3:10]. Starting materials: COC(C)(OC)N(C)C, CCN1CC(C)n2c(c(OC)c3c(=O)n(Cc4ccc(F)c(Cl)c4)nc(N)c32)C1=O, CN(C)C=O. Yields the product CCN1CC(C)n2c(c(OC)c3c(=O)n(Cc4ccc(F)c(Cl)c4)nc(N=C(C)N(C)C)c32)C1=O. As a reaction SMILES: [CH3:31][O:32][C:33]([CH3:34])([N:35]([CH3:36])[CH3:37])[O:38][CH3:39].[NH2:1][c:2]1[n:3][n:4]([CH2:22][c:23]2[cH:24][c:25]([Cl:30])[c:26]([F:29])[cH:27][cH:28]2)[c:5](=[O:21])[c:6]2[c:7]1[n:8]1[c:9]([c:10]2[O:11][CH3:12])[C:13](=[O:20])[N:14]([CH2:18][CH3:19])[CH2:15][CH:16]1[CH3:17].[O:40]=[CH:41][N:42]([CH3:43])[CH3:44]>>[N:1]([c:2]1[n:3][n:4]([CH2:22][c:23]2[cH:24][c:25]([Cl:30])[c:26]([F:29])[cH:27][cH:28]2)[c:5](=[O:21])[c:6]2[c:7]1[n:8]1[c:9]([c:10]2[O:11][CH3:12])[C:13](=[O:20])[N:14]([CH2:18][CH3:19])[CH2:15][CH:16]1[CH3:17])=[C:33]([CH3:34])[N:35]([CH3:36])[CH3:37]. Reactants: COC1=C(CNC(C)=O)C=C(C=C1)[N+](=O)[O-] (N-(2-Methoxy-5-nitrobenzyl)acetamide), [H][H] (hydrogen). The reagents and catalysts are [Pd] (palladium on carbon). The solvent is C(C)O (ethanol). Yields the product C(C)(=O)NCC=1C=C(N)C=CC1OC (3-(acetylaminomethyl)-4-methoxyaniline). Reaction SMILES: [CH3:1][O:2][C:3]1[CH:13]=[CH:12][C:11]([N+:14]([O-])=O)=[CH:10][C:4]=1[CH2:5][NH:6][C:7](=[O:9])[CH3:8].[H][H]>[Pd].C(O)C>[C:7]([NH:6][CH2:5][C:4]1[CH:10]=[C:11]([CH:12]=[CH:13][C:3]=1[O:2][CH3:1])[NH2:14])(=[O:9])[CH3:8]. Procedure details: N-(2-Methoxy-5-nitrobenzyl)acetamide (5 g), with palladium on carbon (1 g) in ethanol (50 ml) was hydrogenated at room temperature under 104 tms. of hydrogen. The reaction was filtered through celite and the ethanol distilled from the filtrate. The residue was recrystallised from benzene to give 3-(acetylaminomethyl)-4-methoxyaniline as pale brown needles. MP; 123-125° C. The reactants are ClC=1C=C(NC2=NC=NC3=CC(=CC(=C23)OC[C@@H]2C[C@@H](CN2)O)OC)C=CC1F ((3S,5S)-5-[({4-[3-chloro-4-fluoroanilino]-7-methoxyquinazolin-5-yl}oxy)methyl]pyrrolidin-3-ol), C(CO)(=O)O (glycolic acid). The product is ClC=1C=C(NC2=NC=NC3=CC(=CC(=C23)OC[C@@H]2C[C@@H](CN2C(CO)=O)O)OC)C=CC1F ((3S,5S)-5-[({4-[3-Chloro-4-fluoroanilino]-7-methoxyquinazolin-5-yl}oxy)methyl]-1-glycoloylpyrrolidin-3-ol). The yield is 81.0%. Reaction SMILES: [Cl:1][C:2]1[CH:3]=[C:4]([CH:26]=[CH:27][C:28]=1[F:29])[NH:5][C:6]1[C:15]2[C:10](=[CH:11][C:12]([O:24][CH3:25])=[CH:13][C:14]=2[O:16][CH2:17][C@H:18]2[NH:22][CH2:21][C@@H:20]([OH:23])[CH2:19]2)[N:9]=[CH:8][N:7]=1.[C:30](O)(=[O:33])[CH2:31][OH:32]>>[Cl:1][C:2]1[CH:3]=[C:4]([CH:26]=[CH:27][C:28]=1[F:29])[NH:5][C:6]1[C:15]2[C:10](=[CH:11][C:12]([O:24][CH3:25])=[CH:13][C:14]=2[O:16][CH2:17][C@H:18]2[N:22]([C:31](=[O:32])[CH2:30][OH:33])[CH2:21][C@@H:20]([OH:23])[CH2:19]2)[N:9]=[CH:8][N:7]=1. Procedure: The procedure described in Example 20 was repeated using (3S,5S)-5-[({4-[3-chloro-4-fluoroanilino]-7-methoxyquinazolin-5-yl}oxy)methyl]pyrrolidin-3-ol (157 mg) with glycolic acid (31 mg) to give the title compound as a white solid in 81% yield; NMR spectrum (DMSO-d6) 10.01 (s, 1H), 8.48 (s, 1H), 8.22 (dd, 1H), 7.74-7.69 (m, 1H), 7.43 (t, 1H), 6.84 (d, 1H), 6.78 (d, 1H), 5.29-5.28 (m, 1H), 4.73-4.68 (m, 1H), 4.64-4.59 (m, 2H), 4.44-4.42 (m, 1H), 4.34-4.31 (m, 1H), 4.06-4.05 (m, 2H), 3.93 (s, 3H),... Reactants: [OH-].[Na+] (NaOH), CC(C)=C (isobutylene), ice, ClC1=NC=C(C2=CC=C(C=C12)S(=O)(=O)N1[C@H](CCCC1)C(=O)OC(C)(C)C)Cl (tert-Butyl (2R)-1-[(1,4-dichloro-7-isoquinolinyl)sulphonyl]-2-piperidinecarboxylate), ice, N1[C@H](CCCC1)C(=O)O (2 -(R)-piperidine carboxylic acid). Run in O (water), CCOCC (Et2O), O1CCOCC1 (dioxan). Reaction conditions: time 21 hour. Product: N1[C@H](CCCC1)C(=O)OC(C)(C)C (tert-butyl 2(R)-piperidine carboxylate). RXN SMILES: ClC1C2C(=CC=C(S([N:15]3[CH2:20][CH2:19][CH2:18][CH2:17][C@@H:16]3[C:21]([O:23][C:24]([CH3:27])([CH3:26])[CH3:25])=[O:22])(=O)=O)C=2)C(Cl)=CN=1.N1CCCC[C@@H]1C(O)=O.CC(=C)C.[OH-].[Na+]>O1CCOCC1.O.CCOCC>[NH:15]1[CH2:20][CH2:19][CH2:18][CH2:17][C@@H:16]1[C:21]([O:23][C:24]([CH3:27])([CH3:26])[CH3:25])=[O:22] |f:3.4|. Procedure details: tert-Butyl (2R)-1-[(1,4-dichloro-7-isoquinolinyl)sulphonyl]-2-piperidinecarboxylate ##STR195## Concentrated H2SO4 (2.0 ml) was added to an ice-cold solution of 2 -(R)-piperidine carboxylic acid (415 mg, 3.21 mmol) in dioxan (10 ml). Condensed isobutylene (40 ml) was carefully added, and the reaction stirred at room temperature in a sealed vessel for 21 h. The reaction mixture was poured into an ice-cooled solution of Et2O (100 ml) and SN NaOH (20 ml), the mixture allowed to warm to room temperat... Starting materials: O=C1CCC(=O)N1Br, COc1c(C)cccc1Oc1ccc(Cl)cc1, CC(C)(C#N)N=NC(C)(C)C#N, c1ccccc1. Product: COc1c(CBr)cccc1Oc1ccc(Cl)cc1. RXN SMILES: [Br:18][N:19]1[C:20](=[O:21])[CH2:22][CH2:23][C:24]1=[O:25].[CH3:1][O:2][c:3]1[c:4]([O:10][c:11]2[cH:12][cH:13][c:14]([Cl:17])[cH:15][cH:16]2)[cH:5][cH:6][cH:7][c:8]1[CH3:9].[N:26]([C:27]([CH3:28])([CH3:29])[C:30]#[N:31])=[N:32][C:33]([CH3:34])([CH3:35])[C:36]#[N:37].[cH:38]1[cH:39][cH:40][cH:41][cH:42][cH:43]1>>[CH3:1][O:2][c:3]1[c:4]([O:10][c:11]2[cH:12][cH:13][c:14]([Cl:17])[cH:15][cH:16]2)[cH:5][cH:6][cH:7][c:8]1[CH2:9][Br:18]. The reactants are ClC=1C(=C(C=C(C1I)F)C1=CC=NN1C1OCCCC1)F (5-(3-Chloro-2,5-difluoro-4-iodophenyl)-1-(tetrahydro-2H-pyran-2-yl)-1H-pyrazole), [Cu]C#N (copper(I) cyanide). Solvent: CN1CCCC1=O (NMP). Reaction conditions: temperature 170 celsius, time 7 hour. Product: ClC1=C(C#N)C(=CC(=C1F)C1=CC=NN1C1OCCCC1)F (2-Chloro-3,6-difluoro-4-(1-(tetrahydro-2H-pyran-2-yl)-1H-pyrazol-5-yl)-benzonitrile). Isolated yield 50.6%. RXN SMILES: [Cl:1][C:2]1[C:3]([F:21])=[C:4]([C:10]2[N:14]([CH:15]3[CH2:20][CH2:19][CH2:18][CH2:17][O:16]3)[N:13]=[CH:12][CH:11]=2)[CH:5]=[C:6]([F:9])[C:7]=1I.[Cu][C:23]#[N:24]>CN1C(=O)CCC1>[Cl:1][C:2]1[C:3]([F:21])=[C:4]([C:10]2[N:14]([CH:15]3[CH2:20][CH2:19][CH2:18][CH2:17][O:16]3)[N:13]=[CH:12][CH:11]=2)[CH:5]=[C:6]([F:9])[C:7]=1[C:23]#[N:24]. Procedure details: 5-(3-Chloro-2,5-difluoro-4-iodophenyl)-1-(tetrahydro-2H-pyran-2-yl)-1H-pyrazole (1.686 mmol, 0.716 g) and copper(I) cyanide (1.686 mmol, 0.151 g) were suspended in NMP. The resulting mixture was stirred at 170° C. for 7 h. The reaction was quenched by, pouring the mixture onto 12% ammonia solution and stirred for 20 min. The formed precipitate was filtered and washed with water. 0.276 g of the title product was obtained. Identification after the next step due to low solubility of the product.